This data is from the Open Reaction Database (ORD), a public repository of structured organic reaction records. The task is: describe an organic reaction: reactants, conditions, products, and yield Reactants: C(CCC)[Li] (n-butyllithium), II (iodine), ClC1=CN=CC2=C1C=CS2 (4-chloro-thieno[3,2-d]pyridine). Solvent: C1CCOC1 (THF), O1CCCC1 (tetrahydrofuran). The product is IN1C=C(C=2C(=C1)SCC2)Cl (6-iodo-4-chloro-thieno[3,2-d]pyridine). Yield: 51.8%. RXN SMILES: [Cl:1][C:2]1[C:7]2[CH:8]=[CH:9][S:10][C:6]=2[CH:5]=[N:4][CH:3]=1.C([Li])CCC.[I:16]I>C1COCC1>[I:16][N:4]1[CH:5]=[C:6]2[S:10][CH2:9][CH:8]=[C:7]2[C:2]([Cl:1])=[CH:3]1. Procedure: In a 500 mL round-bottomed flask 120 mL of tetrahydrofuran and with 13 grams of 4-chloro-thieno[3,2-d]pyridine (76.6 mmol) were cooled to −78° C. To the stirring solution was added n-butyllithium (191.6 mmol, 2.5M in hexane) was added dropwise over a 20 minute period. After stirring an additional 20 minutes iodine (48.3 g, 191.6 mmol) in 80 mL of THF was added dropwise such that the internal temperature did not exceed −78° C. After the addition was complete the reaction was allowed to slowly war... Reactants: C(CCC)[Li] (n-Butyllithium), COC=1N=CC=C2C1OC=C2 (7-methoxyfuro[2,3-c]pyridine), C(C)=O (Acetaldehyde). The solvent is O (water), O1CCCC1 (tetrahydrofuran). Run at temperature -78 celsius, time 60 minute. Product: COC=1N=CC=C2C1OC(=C2)C(C)O (1-(7-Methoxyfuro[2,3-c]pyridin-2-yl)ethanol). Reaction SMILES: [CH3:1][O:2][C:3]1[N:4]=[CH:5][CH:6]=[C:7]2[CH:11]=[CH:10][O:9][C:8]=12.C([Li])CCC.[CH:17](=[O:19])[CH3:18]>O1CCCC1.O>[CH3:1][O:2][C:3]1[N:4]=[CH:5][CH:6]=[C:7]2[CH:11]=[C:10]([CH:17]([OH:19])[CH3:18])[O:9][C:8]=12. Reported procedure: A solution of 7-methoxyfuro[2,3-c]pyridine (1.5 g) in dry tetrahydrofuran (50 ml) was stirred at −78° C. under dry nitrogen. n-Butyllithium (1.6N solution in hexanes, 6.9 ml) was added dropwise and the resulting solution stirred at −78° C. for 60 minutes. Acetaldehyde (5.7 ml) was added and stirring continued at −78° C. for 90 minutes before warming to room temperature. The mixture was diluted with water (100 ml) and extracted with ethyl acetate (3×100 ml). The combined organic extracts were dri... Starting materials: N#C[Cu], O=C(CNC(=O)c1cccc(C(F)(F)F)c1)NC1CN(C2CCC(n3cc(I)ccc3=O)CC2)C1, CN(C)C=O. Product: N#Cc1ccc(=O)n(C2CCC(N3CC(NC(=O)CNC(=O)c4cccc(C(F)(F)F)c4)C3)CC2)c1. As a reaction SMILES: [Cu:36][C:37]#[N:38].[I:1][c:2]1[cH:3][cH:4][c:5](=[O:35])[n:6]([CH:8]2[CH2:9][CH2:10][CH:11]([N:14]3[CH2:15][CH:16]([NH:18][C:19](=[O:20])[CH2:21][NH:22][C:23]([c:24]4[cH:25][c:26]([C:30]([F:31])([F:32])[F:33])[cH:27][cH:28][cH:29]4)=[O:34])[CH2:17]3)[CH2:12][CH2:13]2)[cH:7]1.[O:39]=[CH:40][N:41]([CH3:42])[CH3:43]>>[c:2]1([C:37]#[N:38])[cH:3][cH:4][c:5](=[O:35])[n:6]([CH:8]2[CH2:9][CH2:10][CH:11]([N:14]3[CH2:15][CH:16]([NH:18][C:19](=[O:20])[CH2:21][NH:22][C:23]([c:24]4[cH:25][c:26]([C:30]([F:31])([F:32])[F:33])[cH:27][cH:28][cH:29]4)=[O:34])[CH2:17]3)[CH2:12][CH2:13]2)[cH:7]1. The yield is 13.5%. Procedure details: To a solution of alcohol E (1.0 g, 3.1 mmol) and methyl sulfide (1.8 mL, 24.8 mmol) in acetonitrile (31 mL) at 0° C. was added benzoyl peroxide (3.0 g, 12.4 mmol) in four equal portions over 10 min, and the mixture was stirred at 0° C. for 1 h and then at room temperature for 1 h until no E was observed by TLC. The mixture was diluted with ethyl acetate (100 mL), washed with 10% Na2CO3 (100 mL) and then brine (100 mL) and dried over sodium sulfate. The solvent was removed in vacuo to give crude ... Run at temperature 0 celsius, time 1 hour. Reaction SMILES: [CH3:1][S:2][CH3:3].[C:4](OOC(=O)C1C=CC=CC=1)(=[O:11])C1C=CC=CC=1.[CH2:22]([NH:24][CH2:25][CH3:26])[CH3:23]>C(#N)C.C(OCC)(=O)C>[CH3:1][S:2][CH2:3][O:11][CH:4]1[CH2:26][CH2:25][NH:24][CH2:22][CH2:23]1. The product is CSCOC1CCNCC1 (4-(Methylthiomethoxy)piperidine). Solvent: C(C)#N (acetonitrile), C(C)(=O)OCC (ethyl acetate). Starting materials: C(C)NCC (diethyl amine), alcohol, CSC (methyl sulfide), C(C1=CC=CC=C1)(=O)OOC(C1=CC=CC=C1)=O (benzoyl peroxide). Reactants: Cc1ccc(C2CC(=O)c3c(C)coc3C2)cc1, CCO, Cl, Cl, N=C(N)NN, O. The product is Cc1ccc(C2CC(=NNC(=N)N)c3c(C)coc3C2)cc1, Cl. RXN SMILES: [CH3:1][c:2]1[cH:3][o:4][c:5]2[c:6]1[C:7](=[O:18])[CH2:8][CH:9]([c:11]1[cH:12][cH:13][c:14]([CH3:17])[cH:15][cH:16]1)[CH2:10]2.[CH3:27][CH2:28][OH:29].[ClH:19].[ClH:25].[NH2:20][NH:21][C:22](=[NH:23])[NH2:24].[OH2:26]>>[CH3:1][c:2]1[cH:3][o:4][c:5]2[c:6]1[C:7](=[N:20][NH:21][C:22](=[NH:23])[NH2:24])[CH2:8][CH:9]([c:11]1[cH:12][cH:13][c:14]([CH3:17])[cH:15][cH:16]1)[CH2:10]2.[ClH:19]. Reactants: C=C(C(=O)O)NC(=O)OCC1=CC=CC=C1 (Z-dehydro-Ala-OH), CC1(CCCC1)Br (1-methylcyclopentanyl-bromide), CC(C)(C#N)N=NC(C)(C)C#N (AIBN), C(CCC)[SnH](CCCC)CCCC (Tributyltin hydride). The solvent is C1=CC=CC=C1 (benzene). Conditions: time 2 hour. Product: COC(C(CC1(CCCC1)C)NC(=O)OCC1=CC=CC=C1)=O (2-benzyloxycarbonylamino-3-(1-methyl-cyclopentyl)-propionic acid methyl ester). The yield is 38.6%. As a reaction SMILES: [CH2:1]([SnH](CCCC)CCCC)CCC.[CH2:14]=[C:15]([NH:19][C:20]([O:22][CH2:23][C:24]1[CH:29]=[CH:28][CH:27]=[CH:26][CH:25]=1)=[O:21])[C:16]([OH:18])=[O:17].[CH3:30][C:31]1(Br)[CH2:35][CH2:34][CH2:33][CH2:32]1.CC(N=NC(C#N)(C)C)(C#N)C>C1C=CC=CC=1>[CH3:1][O:17][C:16](=[O:18])[CH:15]([NH:19][C:20]([O:22][CH2:23][C:24]1[CH:25]=[CH:26][CH:27]=[CH:28][CH:29]=1)=[O:21])[CH2:14][C:31]1([CH3:30])[CH2:35][CH2:34][CH2:33][CH2:32]1. Procedure: Tributyltin hydride (37.8 g, 130 mmol) was added at reflux to a 500 mL of flask charged with benzene (200 mL) was added Z-dehydro-Ala-OH (15 g, 64 mmol), 1-methylcyclopentanyl-bromide (20.5 g) and AIBN (1.9 g). After 2 h, the solvent was removed and the residue was purified by column chromatograph to yield 2-benzyloxycarbonylamino-3-(1-methyl-cyclopentyl)-propionic acid methyl ester (7.9 g). The reactants are C(C)(C)(C)C=1C=C(C=CC1)C#C (3-tert-butylphenyl ethyne), BrC=1C=C(C(=O)O)C=CC1 (meta bromobenzoic acid), C[Al](C)C (trimethylaluminum), C(C)(C)(C)C=1C=C(C=CC1)C#C (3-tert-butylphenyl ethyne), BrC=1C=C(C(=O)O)C=CC1 (meta bromobenzoic acid). Run in CCCCCC (hexane). Product: C(C)(C)(C)C=1C=C(C=CC1)Br (3-tert-butyl bromobenzene). As a reaction SMILES: [C:1]([C:5]1[CH:6]=[C:7](C#C)[CH:8]=[CH:9][CH:10]=1)([CH3:4])([CH3:3])[CH3:2].[Br:13]C1C=C(C=CC=1)C(O)=O.C[Al](C)C>CCCCCC>[C:1]([C:5]1[CH:6]=[C:7]([Br:13])[CH:8]=[CH:9][CH:10]=1)([CH3:4])([CH3:3])[CH3:2]. Reported procedure: Reaction Scheme 4 discloses a specific synthetic route to 3-tert-butylphenyl ethyne (Compound 22) starting with meta bromobenzoic acid (Compound 23), which is treated with trimethylaluminum in hexane to yield 3-tert-butyl bromobenzene (Compound 24). 3-Tert-butyl bromobenzene 24 is thereafter converted into the ethyne derivative 22 through the trimethylsilyl ethyne intermediate 25 in steps similar to the steps described in connection with Reaction Scheme 3. Reactants: ClC1=CC=C(C=C1)C(=O)C1=C(C(=C2C=C(C=CN12)OCC1=NC=CC=C1)C(C(C)(C)C)=O)CC(C(=O)OCC)(C)C (ethyl 3-{3-[(4-chlorophenyl)carbonyl]-1-(2,2-dimethylpropanoyl)-7-(pyridin-2-ylmethoxy)indolizin-2-yl}-2,2-dimethylpropanoate), [OH-].[Na+] (NaOH), Cl (HCl). Run in C1CCOC1 (THF), CO (MeOH). Conditions: temperature 23 celsius. The product is ClC1=CC=C(C=C1)C(=O)C1=C(C(=C2C=C(C=CN12)OCC1=NC=CC=C1)C(C(C)(C)C)=O)CC(C(=O)O)(C)C (3-{3-[(4-chlorophenyl)carbonyl]-1-(2,2-dimethylpropanoyl)-7-(pyridin-2-ylmethoxy)indolizin-2-yl}-2,2-dimethylpropanoic Acid). Yield: 86.0%. RXN SMILES: [Cl:1][C:2]1[CH:7]=[CH:6][C:5]([C:8]([C:10]2[N:18]3[C:13]([CH:14]=[C:15]([O:19][CH2:20][C:21]4[CH:26]=[CH:25][CH:24]=[CH:23][N:22]=4)[CH:16]=[CH:17]3)=[C:12]([C:27](=[O:32])[C:28]([CH3:31])([CH3:30])[CH3:29])[C:11]=2[CH2:33][C:34]([CH3:41])([CH3:40])[C:35]([O:37]CC)=[O:36])=[O:9])=[CH:4][CH:3]=1.[OH-].[Na+].Cl>C1COCC1.CO>[Cl:1][C:2]1[CH:3]=[CH:4][C:5]([C:8]([C:10]2[N:18]3[C:13]([CH:14]=[C:15]([O:19][CH2:20][C:21]4[CH:26]=[CH:25][CH:24]=[CH:23][N:22]=4)[CH:16]=[CH:17]3)=[C:12]([C:27](=[O:32])[C:28]([CH3:31])([CH3:30])[CH3:29])[C:11]=2[CH2:33][C:34]([CH3:41])([CH3:40])[C:35]([OH:37])=[O:36])=[O:9])=[CH:6][CH:7]=1 |f:1.2|. Procedure: A solution of ethyl 3-{3-[(4-chlorophenyl)carbonyl]-1-(2,2-dimethylpropanoyl)-7-(pyridin-2-ylmethoxy)indolizin-2-yl}-2,2-dimethylpropanoate (98 mg, 0.17 mmol) in THF (1 mL), MeOH (1 mL), and 6M aqueous NaOH (0.75 mL) is heated at 50° C. for 3 h then cooled to 23° C. and acidified to pH=1 with concentrated aqueous HCl. The mixture is partitioned between CH2Cl2 and brine then the organics are collected and dried with MgSO4, filtered, and concentrated in vacuo to afford the title compound (80 mg, 8...